From a dataset of the Open Reaction Database (ORD), a public repository of structured organic reaction records. describe an organic reaction: reactants, conditions, products, and yield The reactants are C(CCC)C=1NC2=CC=C(C=C2C(N1)=O)C1=NN=NN1 (2-butyl-6-(1H-tetrazol-5-yl)-4(1H)-quinazolinone), BrCCCC=C (5-bromo-1-pentene), C(C)(C)N(C(C)C)CC (N,N-diisopropylethylamine). Run in O1CCCC1 (tetrahydrofuran). Product: C(CCC)C=1NC2=CC=C(C=C2C(N1)=O)C=1N=NN(N1)CCCC=C (2-Butyl-6-[2-(4-pentenyl)-2H-tetrazol-5-yl]-4(1H)-quinazolinone). Isolated yield 53.2%. RXN SMILES: [CH2:1]([C:5]1[NH:6][C:7]2[C:12]([C:13](=[O:15])[N:14]=1)=[CH:11][C:10]([C:16]1[NH:20][N:19]=[N:18][N:17]=1)=[CH:9][CH:8]=2)[CH2:2][CH2:3][CH3:4].Br[CH2:22][CH2:23][CH2:24][CH:25]=[CH2:26].C(N(CC)C(C)C)(C)C>O1CCCC1>[CH2:1]([C:5]1[NH:6][C:7]2[C:12]([C:13](=[O:15])[N:14]=1)=[CH:11][C:10]([C:16]1[N:17]=[N:18][N:19]([CH2:26][CH2:25][CH2:24][CH:23]=[CH2:22])[N:20]=1)=[CH:9][CH:8]=2)[CH2:2][CH2:3][CH3:4]. Procedure: A mixture of 3.0 g of 2-butyl-6-(1H-tetrazol-5-yl)-4(1H)-quinazolinone, 2.2 g of 5-bromo-1-pentene and 2 ml of N,N-diisopropylethylamine in 50 ml of tetrahydrofuran is refluxed for 24 hours. The volatiles are evaporated in vacuo to a residue which is partitioned between chloroform and water. The organic layer is dried over MgSO4, filtered and evaporated in vacuo to a residue which is purified by column chromatography on silica gel by elution with 3:2 ethyl acetate-hexanes to give a residue which... Starting materials: O=C(Cl)C(=O)Cl, ClCCl, O=C1CCC(C(=O)O)CC1. Product: O=C1CCC(C(=O)Cl)CC1. As a reaction SMILES: [Cl:11][C:12]([C:13]([Cl:14])=[O:15])=[O:16].[Cl:17][CH2:18][Cl:19].[O:1]=[C:2]1[CH2:3][CH2:4][CH:5]([C:8](=[O:9])[OH:10])[CH2:6][CH2:7]1>>[O:1]=[C:2]1[CH2:3][CH2:4][CH:5]([C:8](=[O:10])[Cl:11])[CH2:6][CH2:7]1. The reactants are CC1=C(C(=NC(=N1)C#N)OCC(C)C)Br (methyl 5-bromo-4-isobutoxypyrimidine-2-carbonitrile), FC1=C(C=C(C=C1)OC)B(O)O (2-fluoro-5-methoxyphenylboronic acid), C1(CCCCC1)P(C1=C(C=CC=C1)C1=C(C=CC=C1OC)OC)C1CCCCC1 (2-dicyclohexylphosphino-2′,6′-dimethoxybiphenyl), C([O-])([O-])=O.[Na+].[Na+] (sodium carbonate). Reagents/catalysts: C=1C=CC(=CC1)/C=C/C(=O)/C=C/C2=CC=CC=C2.C=1C=CC(=CC1)/C=C/C(=O)/C=C/C2=CC=CC=C2.C=1C=CC(=CC1)/C=C/C(=O)/C=C/C2=CC=CC=C2.[Pd].[Pd] (tris(dibenzylideneacetone)dipalladium(0)). Run in C1(=CC=CC=C1)C (toluene). Run at temperature 80 celsius, time 1 hour. Yields the product FC1=C(C=C(C=C1)OC)C=1C(=NC(=NC1)C#N)OCC(C)C (5-(2-fluoro-5-methoxyphenyl)-4-isobutoxypyrimidine-2-carbonitrile). Yield: 93.3%. As a reaction SMILES: C[C:2]1[N:7]=[C:6]([C:8]#[N:9])[N:5]=[C:4]([O:10][CH2:11][CH:12]([CH3:14])[CH3:13])[C:3]=1Br.[F:16][C:17]1[CH:22]=[CH:21][C:20]([O:23][CH3:24])=[CH:19][C:18]=1B(O)O.C1(P(C2CCCCC2)C2C=CC=CC=2C2C(OC)=CC=CC=2OC)CCCCC1.C(=O)([O-])[O-].[Na+].[Na+]>C1(C)C=CC=CC=1.C1C=CC(/C=C/C(/C=C/C2C=CC=CC=2)=O)=CC=1.C1C=CC(/C=C/C(/C=C/C2C=CC=CC=2)=O)=CC=1.C1C=CC(/C=C/C(/C=C/C2C=CC=CC=2)=O)=CC=1.[Pd].[Pd]>[F:16][C:17]1[CH:22]=[CH:21][C:20]([O:23][CH3:24])=[CH:19][C:18]=1[C:3]1[C:4]([O:10][CH2:11][CH:12]([CH3:13])[CH3:14])=[N:5][C:6]([C:8]#[N:9])=[N:7][CH:2]=1 |f:3.4.5,7.8.9.10.11|. Reported procedure: Under an argon atmosphere, to a solution of methyl 5-bromo-4-isobutoxypyrimidine-2-carbonitrile (1.71 g) in toluene (20 mL) were added 2-fluoro-5-methoxyphenylboronic acid (1.70 g), tris(dibenzylideneacetone)dipalladium(0) (245 mg), 2-dicyclohexylphosphino-2′,6′-dimethoxybiphenyl (439 mg) and 2.0 M aqueous sodium carbonate solution (10.0 mL), and the mixture was stirred at 80° C. for 1 hr. The reaction mixture was filtered through celite, and water was added at room temperature. The reaction mix... Procedure details: Prepared analogously to Example 1 from 6-(5-bromopentoxy)-4,4-dimethyl-4H-3,1-benzoxazin-2-one and 3,4-dichloro-thiophenol. The reactants are BrCCCCCOC=1C=CC2=C(C(OC(N2)=O)(C)C)C1 (6-(5-bromopentoxy)-4,4-dimethyl-4H-3,1-benzoxazin-2-one), ClC=1C=C(C=CC1Cl)S (3,4-dichloro-thiophenol). The product is ClC=1C=C(C=CC1Cl)SCCCCCOC=1C=CC2=C(C(OC(N2)=O)(C)C)C1 (6-[5-(3,4-Dichloro-phenylmercapto)-pentoxy]-4,4-dimethyl-4H-3,1-benzoxazin-2-one). As a reaction SMILES: Br[CH2:2][CH2:3][CH2:4][CH2:5][CH2:6][O:7][C:8]1[CH:9]=[CH:10][C:11]2[NH:16][C:15](=[O:17])[O:14][C:13]([CH3:19])([CH3:18])[C:12]=2[CH:20]=1.[Cl:21][C:22]1[CH:23]=[C:24]([SH:29])[CH:25]=[CH:26][C:27]=1[Cl:28]>>[Cl:21][C:22]1[CH:23]=[C:24]([S:29][CH2:2][CH2:3][CH2:4][CH2:5][CH2:6][O:7][C:8]2[CH:9]=[CH:10][C:11]3[NH:16][C:15](=[O:17])[O:14][C:13]([CH3:19])([CH3:18])[C:12]=3[CH:20]=2)[CH:25]=[CH:26][C:27]=1[Cl:28]. The reactants are BrC=1C=CC2=C(OCCC3=C2SC(=C3)C(=O)N)C1 (8-bromo-4,5-dihydrobenzo[b]thieno[2,3-d]oxepine-2-carboxamide), ClC=1C=C(C(=O)N(C)C)C=CC1NN (3-chloro-4-hydrazinyl-N,N-dimethylbenzamide), C(C)(=O)O (acetic acid). Yields the product BrC=1C=CC2=C(OCCC3=C2SC(=C3)C3=NC=NN3C3=C(C=C(C(=O)N(C)C)C=C3)Cl)C1 (4-(5-(8-bromo-4,5-dihydrobenzo[b]thieno[2,3-d]oxepin-2-yl)-1H-1,2,4-triazol-1-yl)-3-chloro-N,N-dimethylbenzamide). As a reaction SMILES: [Br:1][C:2]1[CH:3]=[CH:4][C:5]2[C:11]3[S:12][C:13]([C:15]([NH2:17])=O)=[CH:14][C:10]=3[CH2:9][CH2:8][O:7][C:6]=2[CH:18]=1.[Cl:19][C:20]1[CH:21]=[C:22]([CH:28]=[CH:29][C:30]=1[NH:31][NH2:32])[C:23]([N:25]([CH3:27])[CH3:26])=[O:24].[C:33](O)(=O)C>>[Br:1][C:2]1[CH:3]=[CH:4][C:5]2[C:11]3[S:12][C:13]([C:15]4[N:31]([C:30]5[CH:29]=[CH:28][C:22]([C:23]([N:25]([CH3:27])[CH3:26])=[O:24])=[CH:21][C:20]=5[Cl:19])[N:32]=[CH:33][N:17]=4)=[CH:14][C:10]=3[CH2:9][CH2:8][O:7][C:6]=2[CH:18]=1. Procedure: Following the procedure from Example 235, 8-bromo-4,5-dihydrobenzo[b]thieno[2,3-d]oxepine-2-carboxamide was reacted with 3-chloro-4-hydrazinyl-N,N-dimethylbenzamide in acetic acid to give 342 as a colorless solid after purification by flash column chromatography (50-100% ethyl acetate in hexanes). MS: (ESI+) 531.0 Starting materials: CCO, [Ca+2], [Cl-], [Cl-], O=[N+]([O-])c1cnn2ccccc12, O, [Zn]. Yields the product Nc1cnn2ccccc12. As a reaction SMILES: [CH3:17][CH2:18][OH:19].[Ca+2:15].[Cl-:13].[Cl-:14].[N+:1]([O-:2])(=[O:3])[c:4]1[cH:5][n:6][n:7]2[c:8]1[cH:9][cH:10][cH:11][cH:12]2.[OH2:16].[Zn:20]>>[NH2:1][c:4]1[cH:5][n:6][n:7]2[c:8]1[cH:9][cH:10][cH:11][cH:12]2.